From a dataset of the Open Reaction Database (ORD), a public repository of structured organic reaction records. describe an organic reaction: reactants, conditions, products, and yield The reactants are C12CN(CC(CC1)O2)C2=NC(=NC(=N2)N2CCC(CC2)=O)C2=CC=C(C=C2)NC(=O)NC2=CC=NC=C2 (1-(4-(4-(8-oxa-3-azabicyclo[3.2.1]octan-3-yl)-6-(4-oxopiperidin-1-yl)-1,3,5-triazin-2-yl)phenyl)-3-(pyridin-4-yl)urea), C(=O)(C(F)(F)F)O (TFA), CN1CCNCC1 (1-methylpiperazine). Yields the product C12CN(CC(CC1)O2)C2=NC(=NC(=N2)N2CCC(CC2)N2CCN(CC2)C)C2=CC=C(C=C2)NC(=O)NC2=CC=NC=C2 (1-(4-(4-(8-oxa-3-azabicyclo[3.2.1]octan-3-yl)-6-(4-(4-methylpiperazin-1-yl)piperidin-1-yl)-1,3,5-triazin-2-yl)phenyl)-3-(pyridin-4-yl)urea). Reaction SMILES: [CH:1]12[O:8][CH:5]([CH2:6][CH2:7]1)[CH2:4][N:3]([C:9]1[N:14]=[C:13]([N:15]3[CH2:20][CH2:19][C:18](=O)[CH2:17][CH2:16]3)[N:12]=[C:11]([C:22]3[CH:27]=[CH:26][C:25]([NH:28][C:29]([NH:31][C:32]4[CH:37]=[CH:36][N:35]=[CH:34][CH:33]=4)=[O:30])=[CH:24][CH:23]=3)[N:10]=1)[CH2:2]2.C(O)(C(F)(F)F)=O.[CH3:45][N:46]1[CH2:51][CH2:50][NH:49][CH2:48][CH2:47]1>>[CH:5]12[O:8][CH:1]([CH2:7][CH2:6]1)[CH2:2][N:3]([C:9]1[N:14]=[C:13]([N:15]3[CH2:20][CH2:19][CH:18]([N:49]4[CH2:50][CH2:51][N:46]([CH3:45])[CH2:47][CH2:48]4)[CH2:17][CH2:16]3)[N:12]=[C:11]([C:22]3[CH:23]=[CH:24][C:25]([NH:28][C:29]([NH:31][C:32]4[CH:37]=[CH:36][N:35]=[CH:34][CH:33]=4)=[O:30])=[CH:26][CH:27]=3)[N:10]=1)[CH2:4]2. Reported procedure: By reacting 1-(4-(4-(8-oxa-3-azabicyclo[3.2.1]octan-3-yl)-6-(4-oxopiperidin-1-yl)-1,3,5-triazin-2-yl)phenyl)-3-(pyridin-4-yl)urea.TFA (40 mg) and 1-methylpiperazine (0.050 mL) and following the procedure as outlined in example 118, the titled compound was isolated after HPLC purification as its tri-TFA salt; MS (ES+) 585.9 (M+H)+